This data is from the Open Reaction Database (ORD), a public repository of structured organic reaction records. The task is: describe an organic reaction: reactants, conditions, products, and yield Reactants: O (water), [OH-].[Na+] (sodium hydroxide), O (water), C(CC)N(C1CC2=C(C=CC=C2CC1)C(=O)OC)CCC (2-dipropylamino-8-methoxycarbonyl-1,2,3,4-tetrahydronaphthalene), [H-].[Al+3].[Li+].[H-].[H-].[H-] (lithium aluminum hydride). Run in O1CCCC1 (tetrahydrofuran), O1CCCC1 (tetrahydrofuran). Run at time 2.5 hour. Yields the product C(CC)N(C1CC2=C(C=CC=C2CC1)CO)CCC (2-Di-n-propylamino-8-hydroxymethyl-1,2,3,4-tetrahydronaphthalene), oil. Yield: 92.0%. RXN SMILES: [CH2:1]([N:4]([CH2:19][CH2:20][CH3:21])[CH:5]1[CH2:14][CH2:13][C:12]2[C:7](=[C:8]([C:15](OC)=[O:16])[CH:9]=[CH:10][CH:11]=2)[CH2:6]1)[CH2:2][CH3:3].[H-].[Al+3].[Li+].[H-].[H-].[H-].O.[OH-].[Na+]>O1CCCC1>[CH2:19]([N:4]([CH2:1][CH2:2][CH3:3])[CH:5]1[CH2:14][CH2:13][C:12]2[C:7](=[C:8]([CH2:15][OH:16])[CH:9]=[CH:10][CH:11]=2)[CH2:6]1)[CH2:20][CH3:21] |f:1.2.3.4.5.6,8.9|. Procedure: Alternatively,a solution of 2-dipropylamino-8-methoxycarbonyl-1,2,3,4-tetrahydronaphthalene (480 mg, 1.66 mMol) in tetrahydrofuran (5 mL) was added dropwise to a suspension of lithium aluminum hydride (100 mg, 2.49 mMol) in tetrahydrofuran (10 mL), and the reaction mixture was stirred at room temperature for 2.5 hours. The reaction mixture was then cooled to 0° C., and to it were added sequentially water (0.1 mL), 15% aqueous sodium hydroxide (0.1 mL) and water (0.3 mL). The suspension was then ... Starting materials: BrC=1SC2=C(N1)C=C(C(=C2OS(=O)(=O)C(F)(F)F)[C@@H](C(=O)OCC)O)C ((S)-ethyl 2-(2-bromo-5-methyl-7-(trifluoromethylsulfonyloxy)benzo[d]thiazol-6-yl)-2-hydroxyacetate), Cl(=O)(=O)(=O)O (perchloric acid), O (water). The solvent is C(C)(C)(C)OC(C)=O (t-butylacetate). Reaction conditions: time 3 hour. The product is BrC=1SC2=C(N1)C=C(C(=C2OS(=O)(=O)C(F)(F)F)[C@@H](C(=O)OCC)OC(C)(C)C)C ((S)-ethyl 2-(2-bromo-5-methyl-7-(trifluoromethylsulfonyloxy)benzo[d]thiazol-6-yl)-2-tert-butoxyacetate), BrC=1SC2=C(N1)C=C(C(=C2OS(=O)(=O)C(F)(F)F)[C@@H](C(=O)OCC)O)C ((S)-ethyl 2-(2-bromo-5-methyl-7-(trifluoromethylsulfonyloxy)benzo[d]thiazol-6-yl)-2-hydroxyacetate). RXN SMILES: [Br:1][C:2]1[S:3][C:4]2[C:10]([O:11][S:12]([C:15]([F:18])([F:17])[F:16])(=[O:14])=[O:13])=[C:9]([C@H:19]([OH:25])[C:20]([O:22][CH2:23][CH3:24])=[O:21])[C:8]([CH3:26])=[CH:7][C:5]=2[N:6]=1.Cl(O)(=O)(=O)=O.O>C(OC(=O)C)(C)(C)C>[Br:1][C:2]1[S:3][C:4]2[C:10]([O:11][S:12]([C:15]([F:18])([F:16])[F:17])(=[O:14])=[O:13])=[C:9]([C@H:19]([O:25][C:8]([CH3:26])([CH3:9])[CH3:7])[C:20]([O:22][CH2:23][CH3:24])=[O:21])[C:8]([CH3:26])=[CH:7][C:5]=2[N:6]=1.[Br:1][C:2]1[S:3][C:4]2[C:10]([O:11][S:12]([C:15]([F:18])([F:16])[F:17])(=[O:14])=[O:13])=[C:9]([C@H:19]([OH:25])[C:20]([O:22][CH2:23][CH3:24])=[O:21])[C:8]([CH3:26])=[CH:7][C:5]=2[N:6]=1. Procedure details: To a solution of 31 (˜17 mmol) in t-butylacetate (70 mL) was added perchloric acid (1.23 mL, 20.4 mmol). After 3 h, water was added (50 mL). The layers were separated. The organic layer was washed with a saturated solution of NaHCO3. The organic layer was dried, filtered, and concentrated in vacuo. The crude material was purified by column chromatography (EtOAc/hexanes) to give 7.22 g of 32 and 1.58 g of 31. 1H-NMR: 400 MHz, (CD3OH) δ: 7.82 (s, 1H), 5.59 (s, 1H), 4.08-4.25 (m, 2H), 2.55 (s, 3H),... The reactants are ClCCl, CCOC(=O)c1nc(C)n2c1CN=C(c1ccccc1Cl)c1cc(Cl)ccc1-2, ClP(Cl)(Cl)(Cl)Cl, N. Product: Cc1nc(C(N)=O)c2n1-c1ccc(Cl)cc1C(c1ccccc1Cl)=NC2. As a reaction SMILES: [CH2:36]([Cl:37])[Cl:38].[Cl:1][c:2]1[cH:3][cH:4][c:5]2[c:6]([cH:28]1)[C:7]([c:21]1[c:22]([Cl:27])[cH:23][cH:24][cH:25][cH:26]1)=[N:8][CH2:9][c:10]1[n:11]-2[c:12]([CH3:20])[n:13][c:14]1[C:15]([O:17][CH2:16][CH3:18])=[O:19].[Cl:29][P:30]([Cl:31])([Cl:32])([Cl:33])[Cl:34].[NH3:35]>>[Cl:1][c:2]1[cH:3][cH:4][c:5]2[c:6]([cH:28]1)[C:7]([c:21]1[c:22]([Cl:27])[cH:23][cH:24][cH:25][cH:26]1)=[N:8][CH2:9][c:10]1[n:11]-2[c:12]([CH3:20])[n:13][c:14]1[C:15](=[O:17])[NH2:35].